describe an organic reaction: reactants, conditions, products, and yield From a dataset of the Open Reaction Database (ORD), a public repository of structured organic reaction records. The product is N#CCc1ncc(C(F)(F)F)cc1Cl. RXN SMILES: [CH3:25][S:26](=[O:27])[CH3:28].[Cl-:20].[Cl:1][c:2]1[c:3]([CH:12]([C:13]([O:14][CH3:15])=[O:16])[C:17]#[N:18])[n:4][cH:5][c:6]([C:8]([F:9])([F:10])[F:11])[cH:7]1.[Cl:21][CH2:22][Cl:23].[Na+:19].[OH2:24]>>[Cl:1][c:2]1[c:3]([CH2:12][C:17]#[N:18])[n:4][cH:5][c:6]([C:8]([F:9])([F:10])[F:11])[cH:7]1. The reactants are CS(C)=O, [Cl-], COC(=O)C(C#N)c1ncc(C(F)(F)F)cc1Cl, ClCCl, [Na+], O. RXN SMILES: [CH3:29][CH2:30][OH:31].[F:1][c:2]1[cH:3][cH:4][c:5]([SH:6])[cH:7][cH:8]1.[H-:9].[K+:28].[Na+:10].[OH-:27].[OH:11][C:12]([C:13](=[O:14])[O:15][CH3:16])([CH2:17][S:18][c:19]1[cH:20][cH:21][c:22]([F:25])[cH:23][cH:24]1)[CH3:26]>>[OH:11][C:12]([C:13](=[O:14])[OH:15])([CH2:17][S:18][c:19]1[cH:20][cH:21][c:22]([F:25])[cH:23][cH:24]1)[CH3:26]. Starting materials: CCO, Fc1ccc(S)cc1, [H-], [K+], [Na+], [OH-], COC(=O)C(C)(O)CSc1ccc(F)cc1. Product: CC(O)(CSc1ccc(F)cc1)C(=O)O.